This data is from the Open Reaction Database (ORD), a public repository of structured organic reaction records. The task is: describe an organic reaction: reactants, conditions, products, and yield Starting materials: ClCCl, Cl, Cc1ccccc1-c1nc2n(c1-c1ccc(C3(NC(=O)OC(C)(C)C)CCC3)c(F)c1)-c1cccnc1Nc1ccccc1-2, C1COCCO1. Yields the product Cl, Cc1ccccc1-c1nc2n(c1-c1ccc(C3(N)CCC3)c(F)c1)-c1cccnc1Nc1ccccc1-2. RXN SMILES: [Cl:46][CH2:47][Cl:48].[ClH:45].[F:1][c:2]1[c:3]([C:33]2([NH:37][C:38](=[O:39])[O:40][C:41]([CH3:42])([CH3:43])[CH3:44])[CH2:34][CH2:35][CH2:36]2)[cH:4][cH:5][c:6](-[c:8]2[c:9](-[c:26]3[c:27]([CH3:32])[cH:28][cH:29][cH:30][cH:31]3)[n:10][c:11]3[n:12]2-[c:13]2[c:14]([n:22][cH:23][cH:24][cH:25]2)[NH:15][c:16]2[c:17]-3[cH:18][cH:19][cH:20][cH:21]2)[cH:7]1.[O:49]1[CH2:50][CH2:51][O:52][CH2:53][CH2:54]1>>[ClH:45].[F:1][c:2]1[c:3]([C:33]2([NH2:37])[CH2:34][CH2:35][CH2:36]2)[cH:4][cH:5][c:6](-[c:8]2[c:9](-[c:26]3[c:27]([CH3:32])[cH:28][cH:29][cH:30][cH:31]3)[n:10][c:11]3[n:12]2-[c:13]2[c:14]([n:22][cH:23][cH:24][cH:25]2)[NH:15][c:16]2[c:17]-3[cH:18][cH:19][cH:20][cH:21]2)[cH:7]1. Starting materials: COC(=O)C1=CC=C2C(=CNC2=C1)C(=O)C=1C(=NOC1C)C1=CC=C(C=C1)F (3-[3-(4-fluoro-phenyl)-5-methyl-isoxazole-4-carbonyl]-1H-indole-6-carboxylic acid methyl ester), O[Li].O (LiOH.H2O). Solvent: C1CCOC1 (THF), O (H2O). Product: FC1=CC=C(C=C1)C1=NOC(=C1C(=O)C1=CNC2=CC(=CC=C12)C(=O)O)C (3-[3-(4-Fluoro-phenyl)-5-methyl-isoxazole-4-carbonyl]-1H-indole-6-carboxylic acid). The yield is 96.4%. As a reaction SMILES: C[O:2][C:3]([C:5]1[CH:13]=[C:12]2[C:8]([C:9]([C:14]([C:16]3[C:17]([C:22]4[CH:27]=[CH:26][C:25]([F:28])=[CH:24][CH:23]=4)=[N:18][O:19][C:20]=3[CH3:21])=[O:15])=[CH:10][NH:11]2)=[CH:7][CH:6]=1)=[O:4].O[Li].O>C1COCC1.O>[F:28][C:25]1[CH:26]=[CH:27][C:22]([C:17]2[C:16]([C:14]([C:9]3[C:8]4[C:12](=[CH:13][C:5]([C:3]([OH:4])=[O:2])=[CH:6][CH:7]=4)[NH:11][CH:10]=3)=[O:15])=[C:20]([CH3:21])[O:19][N:18]=2)=[CH:23][CH:24]=1 |f:1.2|. Procedure details: To a solution of 0.7 g (1.85 mmol) 3-[3-(4-fluoro-phenyl)-5-methyl-isoxazole-4-carbonyl]-1H-indole-6-carboxylic acid methyl ester in 12 mL of THF and 6 mL of H2O, was added 0.39 g (9.25 mmol) LiOH.H2O in one portion. The reaction mixture was heated under reflux for 16 h. After the evaporation the mixture was extracted with Et2O (10 mL), and acidified to pH=2-3 with 2 N HCl. The resulting solid was filtered off, washed with water and dried to give 0.65 g of the title compound (intermediate 1) in ... Product: N1(C=NC=C1)C(=O)N1CC=2C=CC(=C(C2CC1)C=O)OC (2-(Imidazole-1-carbonyl)-6-methoxy-1,2,3,4-tetrahydro-isoquinoline-5-carbaldehyde). The solvent is O1CCCC1 (tetrahydrofuran), O1CCCC1 (tetrahydrofuran). Reaction conditions: temperature 80 celsius, time 14 hour. Isolated yield 88.2%. Reaction SMILES: [N:1]1([C:6]([N:8]2[CH:12]=[CH:11][N:10]=[CH:9]2)=[O:7])[CH:5]=[CH:4]N=[CH:2]1.[CH3:13][O:14][C:15]1[CH:24]=[CH:23][C:22]2CNCC[C:17]=2[C:16]=1[CH:25]=[O:26]>O1CCCC1>[N:8]1([C:6]([N:1]2[CH2:2][CH2:22][C:17]3[C:16]([CH:25]=[O:26])=[C:15]([O:14][CH3:13])[CH:24]=[CH:23][C:4]=3[CH2:5]2)=[O:7])[CH:12]=[CH:11][N:10]=[CH:9]1. The reactants are N1(C=NC=C1)C(=O)N1C=NC=C1 (di-imidazol-1-yl-methanone), COC1=C(C=2CCNCC2C=C1)C=O (6-methoxy-1,2,3,4-tetrahydro-isoquinoline-5-carbaldehyde). Procedure: To a solution of freshly dried di-imidazol-1-yl-methanone (276 mg, 1.7 mmol) in anhydrous tetrahydrofuran (20 mL) the solution of 6-methoxy-1,2,3,4-tetrahydro-isoquinoline-5-carbaldehyde (325 mg, 1.7 mmol) in anhydrous tetrahydrofuran (10 mL) was added and the mixture was stirred at 80° C. oil bath for 14 h. The solution was concentrated and the residue was dissolved in dichloromethane, washed with water (2×10 mL), dried over MgSO4 and concentrated. In this manner the title compound (426 mg, 1.5...